From a dataset of the Open Reaction Database (ORD), a public repository of structured organic reaction records. describe an organic reaction: reactants, conditions, products, and yield The reactants are C[SiH](Cl)Cl (methyldichlorosilane), O1CCCC1 (tetrahydrofuran), 50, C(C=C)Cl (allyl chloride), 15, [Mg] (magnesium), O1CCCC1 (tetrahydrofuran). Yields the product C(C=C)[Mg]Cl (Allylmagnesium chloride), C(C=C)C(CC=C)[SiH3] (diallylmethylsilane). RXN SMILES: [CH2:1](Cl)[CH:2]=[CH2:3].[Mg:5].[CH3:6][SiH:7](Cl)[Cl:8].O1C[CH2:13][CH2:12][CH2:11]1>>[CH2:3]([Mg:5][Cl:8])[CH:2]=[CH2:1].[CH2:1]([CH:6]([SiH3:7])[CH2:13][CH:12]=[CH2:11])[CH:2]=[CH2:3]. Procedure details: Allylmagnesium chloride was synthesized by the gradual dropwise addition of 50 parts of allyl chloride to a mixture of 15 parts of magnesium turnings and 100 parts of tetrahydrofuran. This was gradually added dropwise over a period of 2 hours to 18 parts of methyldichlorosilane dissolved in 100 parts of tetrahydrofuran, and the reaction was then heated for an additional 1 hour under reflux. After cooling the reaction, the solution was filtered, the solvent was distilled off, and the residual liq... The reactants are C([O-])(O)=O.[K+] (Potassium bicarbonate), O1[C@H]2[C@@H]1C[C@@H]1CC[C@H]3[C@@H]4CC[C@H](C(C)=O)[C@]4(CC([C@@H]3[C@]1(C2)C)=O)C (2α, 3α-Epoxy-5α-pregnane-11,20-dione), S(O)(O)(=O)=O (sulphuric acid), BrCCO (2-bromoethanol). Run in CCOCC (ether). Product: Br[C@@H]1[C@H](C[C@@H]2CC[C@H]3[C@@H]4CC[C@H](C(C)=O)[C@]4(CC([C@@H]3[C@]2(C1)C)=O)C)O (2β-bromo-3α-hydroxy-5α-pregnane-11,20-dione). As a reaction SMILES: [O:1]1[C@H:3]2[CH2:4][C@H:5]3[C@:20]([CH3:22])([CH2:21][C@@H:2]12)[C@@H:19]1[C@H:8]([C@H:9]2[C@:16]([CH3:24])([CH2:17][C:18]1=[O:23])[C@@H:12]([C:13](=[O:15])[CH3:14])[CH2:11][CH2:10]2)[CH2:7][CH2:6]3.[Br:25]CCO.S(=O)(=O)(O)O.C(=O)(O)[O-].[K+]>CCOCC>[Br:25][C@H:2]1[CH2:21][C@@:20]2([CH3:22])[C@@H:5]([CH2:6][CH2:7][C@@H:8]3[C@@H:19]2[C:18](=[O:23])[CH2:17][C@@:16]2([CH3:24])[C@H:9]3[CH2:10][CH2:11][C@@H:12]2[C:13](=[O:15])[CH3:14])[CH2:4][C@@H:3]1[OH:1] |f:3.4|. Procedure: 2α, 3α-Epoxy-5α-pregnane-11,20-dione (660 mg.) was dissolved in ether (70 ml.) and 2-bromoethanol (1 ml.) added to the solution. Concentrated sulphuric acid (0.5 ml.) was then added and the mixture stirred at room temperature for one-half hour. 10% Potassium bicarbonate solution (18 ml.) was added and when effervescence had ceased the aqueous layer was removed and extracted with ether (20 ml.). The combined organic extracts were washed with water (100 ml.), dried over anhydrous sodium sulphate a... Starting materials: Cc1cc(C)c(CNC(=O)c2cc(Br)cc3c2cnn3C(C)C)c(=O)[nH]1, O=C([O-])[O-], C1COCCO1, CC1(C)OB(c2ccc(CN3CCOCC3)cc2)OC1(C)C, CCOC(C)=O, [Na+], [Na+], c1ccc(P(c2ccccc2)(c2ccccc2)[Pd](P(c2ccccc2)(c2ccccc2)c2ccccc2)(P(c2ccccc2)(c2ccccc2)c2ccccc2)P(c2ccccc2)(c2ccccc2)c2ccccc2)cc1. Yields the product Cc1cc(C)c(CNC(=O)c2cc(-c3ccc(CN4CCOCC4)cc3)cc3c2cnn3C(C)C)c(=O)[nH]1. RXN SMILES: [Br:1][c:2]1[cH:3][c:4]([C:14](=[O:15])[NH:16][CH2:17][c:18]2[c:19](=[O:26])[nH:20][c:21]([CH3:25])[cH:22][c:23]2[CH3:24])[c:5]2[cH:6][n:7][n:8]([CH:11]([CH3:12])[CH3:13])[c:9]2[cH:10]1.[C:49](=[O:50])([O-:51])[O-:52].[CH2:61]1[O:62][CH2:63][CH2:64][O:65][CH2:66]1.[CH3:27][C:28]1([CH3:29])[C:30]([CH3:31])([CH3:32])[O:33][B:34]([c:35]2[cH:36][cH:37][c:38]([CH2:39][N:40]3[CH2:41][CH2:42][O:43][CH2:44][CH2:45]3)[cH:46][cH:47]2)[O:48]1.[CH3:55][CH2:56][O:57][C:58]([CH3:59])=[O:60].[Na+:53].[Na+:54].[cH:67]1[cH:68][cH:69][c:70]([P:71]([Pd:72]([P:73]([c:74]2[cH:75][cH:76][cH:77][cH:78][cH:79]2)([c:80]2[cH:81][cH:82][cH:83][cH:84][cH:85]2)[c:86]2[cH:87][cH:88][cH:89][cH:90][cH:91]2)([P:92]([c:93]2[cH:94][cH:95][cH:96][cH:97][cH:98]2)([c:99]2[cH:100][cH:101][cH:102][cH:103][cH:104]2)[c:105]2[cH:106][cH:107][cH:108][cH:109][cH:110]2)[P:111]([c:112]2[cH:113][cH:114][cH:115][cH:116][cH:117]2)([c:118]2[cH:119][cH:120][cH:121][cH:122][cH:123]2)[c:124]2[cH:125][cH:126][cH:127][cH:128][cH:129]2)([c:130]2[cH:131][cH:132][cH:133][cH:134][cH:135]2)[c:136]2[cH:137][cH:138][cH:139][cH:140][cH:141]2)[cH:142][cH:143]1>>[c:2]1(-[c:35]2[cH:36][cH:37][c:38]([CH2:39][N:40]3[CH2:41][CH2:42][O:43][CH2:44][CH2:45]3)[cH:46][cH:47]2)[cH:3][c:4]([C:14](=[O:15])[NH:16][CH2:17][c:18]2[c:19](=[O:26])[nH:20][c:21]([CH3:25])[cH:22][c:23]2[CH3:24])[c:5]2[cH:6][n:7][n:8]([CH:11]([CH3:12])[CH3:13])[c:9]2[cH:10]1.